From a dataset of the Open Reaction Database (ORD), a public repository of structured organic reaction records. describe an organic reaction: reactants, conditions, products, and yield Reactants: ClC=1NC=C(N1)[N+](=O)[O-] (2-Chloro-4-nitro-1H-imidazole), C1CCC2=NCCCN2CC1 (DBU), CC1=CC=C(C=C1)S(=O)(=O)OC[C@@]1(OC1)C ((R)-2-methyloxiran-2-ylmethyl 4-methylbenzene sulfonate), C(C)(=O)OCC (ethyl acetate). The reagents and catalysts are [Cl-].C(C1=CC=CC=C1)[N+](CC)(CC)CC (Benzyl(triethyl)ammonium chloride). The solvent is C(C)#N (acetonitrile). Yields the product ClC=1N(C=C(N1)[N+](=O)[O-])C[C@]1(OC1)C ((R)-2-chloro-1-(2-methyloxiran-2-ylmethyl)-4-nitroimidazole). Isolated yield 67.8%. Reaction SMILES: [Cl:1][C:2]1[NH:3][CH:4]=[C:5]([N+:7]([O-:9])=[O:8])[N:6]=1.CC1C=CC(S(O[CH2:21][C@@:22]2([CH3:25])[CH2:24][O:23]2)(=O)=O)=CC=1.C(OCC)(=O)C.C1CCN2C(=NCCC2)CC1>C(#N)C.[Cl-].C([N+](CC)(CC)CC)C1C=CC=CC=1>[Cl:1][C:2]1[N:3]([CH2:21][C@:22]2([CH3:25])[CH2:24][O:23]2)[CH:4]=[C:5]([N+:7]([O-:9])=[O:8])[N:6]=1 |f:5.6|. Procedure: 2-Chloro-4-nitro-1H-imidazole (1.51 g, 10.17 mmol) and (R)-2-methyloxiran-2-ylmethyl 4-methylbenzene sulfonate (3.70 g, 15.25 mmol) were suspended in acetonitrile (150 ml). Benzyl(triethyl)ammonium chloride (0.23, 1.02 mmol) was added to this suspension, and the resulting mixture was stirred under reflux for 10 hours. After the reaction mixture was allowed to return to room temperature, ethyl acetate was added to the solution. The resulting mixture was washed with an aqueous sodium hydrogencarbo...